Dataset: the Open Reaction Database (ORD), a public repository of structured organic reaction records. Task: describe an organic reaction: reactants, conditions, products, and yield Starting materials: Cl (hydrogen chloride), CCOC(=O)C (EtOAc), CC1=NSC(=C1)C1(CCC2(OCCO2)CC1)O (8-(3-Methyl-isothiazol-5-yl)-1,4-dioxa-spiro[4.5]decan-8-ol), C([O-])([O-])=O.[K+].[K+] (potassium carbonate). Solvent: O (water), O1CCCC1 (tetrahydrofuran). Reaction conditions: time 8 hour. Product: OC1(CCC(CC1)=O)C1=CC(=NS1)C (4-Hydroxy-4-(3-methyl-isothiazol-5-yl)-cyclohexanone). Reaction SMILES: [CH3:1][C:2]1[CH:6]=[C:5]([C:7]2([OH:17])[CH2:16][CH2:15][C:10]3(OCC[O:11]3)[CH2:9][CH2:8]2)[S:4][N:3]=1.Cl.C(=O)([O-])[O-].[K+].[K+].CCOC(C)=O>O1CCCC1.O>[OH:17][C:7]1([C:5]2[S:4][N:3]=[C:2]([CH3:1])[CH:6]=2)[CH2:16][CH2:15][C:10](=[O:11])[CH2:9][CH2:8]1 |f:2.3.4|. Reported procedure: 8-(3-Methyl-isothiazol-5-yl)-1,4-dioxa-spiro[4.5]decan-8-ol (0.76 g, 0.0030 mol) was dissolved in tetrahydrofuran (10 mL), and a solution of 3.0 M of hydrogen chloride in water (5.0 mL) was added. The mixture was stirred overnight. Solid potassium carbonate was added to neutralize the acid and EtOAc was added to extract the product. The extract was dried and concentrated to give a crude product which was used directly for next step. The reactants are N([C@@H](CCCC)C(=O)O)C(=O)OCC1C2=CC=CC=C2C2=CC=CC=C12 (Fmoc-Ahx-OH), C(=O)(OCC1C2=CC=CC=C2C2=CC=CC=C12)N([C@@H](CC1=CC=CC=C1)C(=O)O)C (Fmoc-MePhe-OH), Amino Acid, N([C@@H](CC1=CNC2=CC=CC=C12)C(=O)O)C(=O)OCC1C2=CC=CC=C2C2=CC=CC=C12 (Fmoc-Trp-OH), Hpa-OSu, N(CC(=O)O)C(=O)OCC1C2=CC=CC=C2C2=CC=CC=C12 (Fmoc-Gly-OH), N([C@@H]([C@@H](C)CC)C(=O)O)C(=O)OCC1C2=CC=CC=C2C2=CC=CC=C12 (Fmoc-Ile-OH), N([C@H](CC(OC(C)(C)C)=O)C(=O)O)C(=O)OCC1C2=CC=CC=C2C2=CC=CC=C12 (Fmoc-DAsp(OtBu)-OH). The product is title compound, N([C@@H](CC1=CC=CC=C1)C(=O)O)C (MePhe), N[C@@H](CC1=CC=CC=C1)C(=O)O (Phe), N[C@@H](CC1=CNC2=CC=CC=C12)C(=O)O (Trp), N[C@@H]([C@@H](C)CC)C(=O)O (Ile). Reaction SMILES: [C:1]([N:18](C)[C@H:19]([C:27]([OH:29])=[O:28])[CH2:20][C:21]1[CH:26]=[CH:25][CH:24]=[CH:23][CH:22]=1)(OCC1C2C(=CC=CC=2)C2C1=CC=CC=2)=O.N(C(OCC1C2C(=CC=CC=2)C2C1=CC=CC=2)=O)[C@@H](C(O)=O)CC(=O)OC(C)(C)C.[NH:61](C(OCC1C2C(=CC=CC=2)C2C1=CC=CC=2)=O)[C@H:62]([C:67]([OH:69])=[O:68])[C@H:63]([CH2:65][CH3:66])[CH3:64].[NH:87](C(OCC1C2C(=CC=CC=2)C2C1=CC=CC=2)=O)[C@H:88]([C:99]([OH:101])=[O:100])[CH2:89][C:90]1[C:98]2[C:93](=[CH:94][CH:95]=[CH:96][CH:97]=2)[NH:92][CH:91]=1.N(C(OCC1C2C(=CC=CC=2)C2C1=CC=CC=2)=O)CC(O)=O.N(C(OCC1C2C(=CC=CC=2)C2C1=CC=CC=2)=O)[C@H](C(O)=O)CCCC>>[NH:18]([CH3:1])[C@H:19]([C:27]([OH:29])=[O:28])[CH2:20][C:21]1[CH:26]=[CH:25][CH:24]=[CH:23][CH:22]=1.[NH2:18][C@H:19]([C:27]([OH:29])=[O:28])[CH2:20][C:21]1[CH:26]=[CH:25][CH:24]=[CH:23][CH:22]=1.[NH2:87][C@H:88]([C:99]([OH:101])=[O:100])[CH2:89][C:90]1[C:98]2[C:93](=[CH:94][CH:95]=[CH:96][CH:97]=2)[NH:92][CH:91]=1.[NH2:61][C@H:62]([C:67]([OH:69])=[O:68])[C@H:63]([CH2:65][CH3:66])[CH3:64]. Procedure details: By following essentially the procedure of Table 2 and sequentially coupling Fmoc-MePhe-OH, Fmoc-DAsp(OtBu)-OH, Fmoc-Ile-OH, Fmoc-Trp-OH, Fmoc-Gly-OH, Fmoc-Ahx-OH and Hpa-OSu, the title compound was prepared. Amino Acid analysis following acid decomposition gave Asp 0.96 (1), Gly 1.04 (1), Ile 0.96 (1), MePhe 1.07 (1), Ahx 0.98 (1), Trp 0.61 (1), NH3 0.89. MS (FAB): m/e 895 (M-H)-. Reactants: N1=CC(=CC=C1)C(=O)C=CC(=O)O (3-(3-pyridylcarbonyl)acrylic acid), N,N'-carbonyldiimidazole, N1[C@H](C(=O)O)CCC1 (L-proline). Solvent: O1CCCC1 (tetrahydrofuran). Product: N1=CC(=CC=C1)C(=O)C=CC(=O)N1[C@H](C(=O)O)CCC1 (1-[3-(3-pyridylcarbonyl)acryloyl]-L-proline). RXN SMILES: [N:1]1[CH:6]=[CH:5][CH:4]=[C:3]([C:7]([CH:9]=[CH:10][C:11]([OH:13])=O)=[O:8])[CH:2]=1.[NH:14]1[CH2:21][CH2:20][CH2:19][C@H:15]1[C:16]([OH:18])=[O:17]>O1CCCC1>[N:1]1[CH:6]=[CH:5][CH:4]=[C:3]([C:7]([CH:9]=[CH:10][C:11]([N:14]2[CH2:21][CH2:20][CH2:19][C@H:15]2[C:16]([OH:18])=[O:17])=[O:13])=[O:8])[CH:2]=1. Procedure: As for Example 27, 3-(3-pyridylcarbonyl)acrylic acid (0.01 mole) is reacted with N,N'-carbonyldiimidazole (0.011 mole) in tetrahydrofuran and to the mixture is added 0.011 mole of L-proline. The mixture is refluxed 16 hours and the solvent removed under reduced pressure. The mixture is partitioned between dichloromethane and water containing acetic acid. The organic layer is separated, washed with water and dried over magnesium sulfate. The solvent is removed in vacuo to yield 1-[3-(3-pyridylcar... Solvent: C1CCCCC1 (cyclohexane). Reaction SMILES: [F:1][C:2]1[CH:7]=[C:6]([F:8])[CH:5]=[CH:4][C:3]=1[C:9]([OH:20])([CH2:15][O:16]C(=O)C)[CH2:10][O:11][C:12](=[O:14])[CH3:13].C([O-])(=O)C>C1CCCCC1>[F:1][C:2]1[CH:7]=[C:6]([F:8])[CH:5]=[CH:4][C:3]=1[C@:9]([OH:20])([CH2:10][O:11][C:12](=[O:14])[CH3:13])[CH2:15][OH:16]. Procedure details: A 10 l reaction vessel was charged with 110 g of 2-(2,4-difluorophenyl)-1,3-diacetoxy-2-propanol, 11 g of Lipase made by SEIKAGAKU CORPORATION, (derived from Rhizopus delemar, Enzyme No. 3), 2.8 l of 50 mM acetate buffer (pH 5) and 2.8 l of cyclohexane. The resulting mixture was stirred at 30° C. for 47 hours. The obtained reaction mixture was extracted twice with 3 l of ethyl acetate and the organic layers were combined and dried over anhydrous sodium sulfate. The solvent was removed under redu... The reactants are FC1=C(C=CC(=C1)F)C(COC(C)=O)(COC(C)=O)O (2-(2,4-difluorophenyl)-1,3-diacetoxy-2-propanol), C(C)(=O)[O-] (acetate). Product: FC1=C(C=CC(=C1)F)[C@@](CO)(COC(C)=O)O ((R)-2-(2,4-difluorophenyl)-3-acetoxy-1,2-propanediol). Conditions: temperature 30 celsius, time 47 hour. Yield: 95.8%. Reactants: C#Cc1cncn1C, COc1ccc(I)c(OC)c1OC(C)=O, CC#N. The product is COc1ccc(C#Cc2cncn2C)c(OC)c1OC(C)=O. As a reaction SMILES: [C:16](#[CH:17])[c:18]1[cH:19][n:20][cH:21][n:22]1[CH3:23].[C:1]([CH3:2])(=[O:3])[O:4][c:5]1[c:6]([O:14][CH3:15])[c:7]([I:13])[cH:8][cH:9][c:10]1[O:11][CH3:12].[CH3:24][C:25]#[N:26]>>[C:1]([CH3:2])(=[O:3])[O:4][c:5]1[c:6]([O:14][CH3:15])[c:7]([C:17]#[C:16][c:18]2[cH:19][n:20][cH:21][n:22]2[CH3:23])[cH:8][cH:9][c:10]1[O:11][CH3:12]. The reactants are C1CCOC1, Cn1nccc1CCOc1ccc(C2CCN(C3=Nn4c(nnc4C(F)(F)F)CC3)CC2)cc1, CC(C)OC(=O)N=NC(=O)OC(C)C, Oc1ccc(C2(O)CCN(c3ccc4nnc(C(F)(F)F)n4n3)CC2)cc1, c1ccc(P(c2ccccc2)c2ccccc2)cc1. The product is Cn1nccc1CCOc1ccc(C2(O)CCN(c3ccc4nnc(C(F)(F)F)n4n3)CC2)cc1. As a reaction SMILES: [CH2:95]1[O:96][CH2:97][CH2:98][CH2:99]1.[CH3:42][n:43]1[n:44][cH:45][cH:46][c:47]1[CH2:48][CH2:49][O:50][c:51]1[cH:52][cH:53][c:54]([CH:55]2[CH2:56][CH2:57][N:58]([C:59]3=[N:71][n:63]4[c:62]([n:70][n:69][c:64]4[C:65]([F:66])([F:67])[F:68])[CH2:61][CH2:60]3)[CH2:72][CH2:73]2)[cH:74][cH:75]1.[O:1]=[C:2]([O:3][CH:4]([CH3:5])[CH3:6])[N:7]=[N:8][C:9]([O:10][CH:11]([CH3:12])[CH3:13])=[O:14].[OH:15][c:16]1[cH:17][cH:18][c:19]([C:22]2([OH:41])[CH2:23][CH2:24][N:25]([c:28]3[cH:29][cH:30][c:31]4[n:32]([n:33]3)[c:34]([C:37]([F:38])([F:39])[F:40])[n:35][n:36]4)[CH2:26][CH2:27]2)[cH:20][cH:21]1.[c:76]1([P:77]([c:78]2[cH:79][cH:80][cH:81][cH:82][cH:83]2)[c:84]2[cH:85][cH:86][cH:87][cH:88][cH:89]2)[cH:90][cH:91][cH:92][cH:93][cH:94]1>>[O:15]([c:16]1[cH:17][cH:18][c:19]([C:22]2([OH:41])[CH2:23][CH2:24][N:25]([c:28]3[cH:29][cH:30][c:31]4[n:32]([n:33]3)[c:34]([C:37]([F:38])([F:39])[F:40])[n:35][n:36]4)[CH2:26][CH2:27]2)[cH:20][cH:21]1)[CH2:49][CH2:48][c:47]1[n:43]([CH3:42])[n:44][cH:45][cH:46]1.